Dataset: the Open Reaction Database (ORD), a public repository of structured organic reaction records. Task: describe an organic reaction: reactants, conditions, products, and yield Product: O=C(c1ccc2n1Cc1ccccc1NC2)N(CCO)CCO. As a reaction SMILES: [C:28](=[O:29])([O-:30])[O-:31].[CH3:37][OH:38].[Cl-:36].[ClH:34].[K+:32].[K+:33].[Na+:35].[OH2:39].[OH:1][CH2:2][CH2:3][N:4]([C:5](=[O:6])[c:7]1[cH:8][cH:9][c:10]2[n:16]1[CH2:15][c:14]1[c:13]([cH:20][cH:19][cH:18][cH:17]1)[N:12]([C:21]([O:22][CH3:23])=[O:24])[CH2:11]2)[CH2:25][CH2:26][OH:27]>>[OH:1][CH2:2][CH2:3][N:4]([C:5](=[O:6])[c:7]1[cH:8][cH:9][c:10]2[n:16]1[CH2:15][c:14]1[c:13]([cH:20][cH:19][cH:18][cH:17]1)[NH:12][CH2:11]2)[CH2:25][CH2:26][OH:27]. The reactants are O=C([O-])[O-], CO, [Cl-], Cl, [K+], [K+], [Na+], O, COC(=O)N1Cc2ccc(C(=O)N(CCO)CCO)n2Cc2ccccc21. Reactants: BrC=1C(N(C(=NC1O)SC)C(C)C)=O (5-bromo-6-hydroxy-2-methylthio-3-i-propyl-4(3H)-pyrimidinone), ClC1=CC=C(CBr)C=C1 (4-chlorobenzylbromide), O (water), C([O-])([O-])=O.[K+].[K+] (potassium carbonate). The solvent is CN(C=O)C (N,N-dimethylformamide). Yields the product BrC=1C(N(C(=NC1OCC1=CC=C(C=C1)Cl)SC)C(C)C)=O (5-bromo-6-(4'-chlorobenzyloxy)-2-methylthio-3-i-propyl-4(3H)-pyrimidinone). The yield is 55.3%. RXN SMILES: [Br:1][C:2]1[C:3](=[O:14])[N:4]([CH:11]([CH3:13])[CH3:12])[C:5]([S:9][CH3:10])=[N:6][C:7]=1[OH:8].[Cl:15][C:16]1[CH:23]=[CH:22][C:19]([CH2:20]Br)=[CH:18][CH:17]=1.C(=O)([O-])[O-].[K+].[K+].O>CN(C)C=O>[Br:1][C:2]1[C:3](=[O:14])[N:4]([CH:11]([CH3:12])[CH3:13])[C:5]([S:9][CH3:10])=[N:6][C:7]=1[O:8][CH2:20][C:19]1[CH:22]=[CH:23][C:16]([Cl:15])=[CH:17][CH:18]=1 |f:2.3.4|. Procedure details: In 20 ml of N,N-dimethylformamide were dissolved 1.0 g of 5-bromo-6-hydroxy-2-methylthio-3-i-propyl-4(3H)-pyrimidinone and 0.74 g of 4-chlorobenzylbromide, and then 1 g of potassium carbonate was added thereto. The mixture was subjected to a reaction at 80° C. for 3 hours. After allowing to cool in air, the resulting solution was poured into 50 ml of water and then extracted twice with 30 ml of ethyl ether. The ethyl ether layer was washed with water, dried over anhydrous sodium sulfate and free... Reactants: C1CCN(C2CCNCC2)C1, C1CCOC1, O=C(Nc1cc(Oc2ccc([N+](=O)[O-])cc2)ccn1)Oc1ccccc1. The product is O=C(Nc1cc(Oc2ccc([N+](=O)[O-])cc2)ccn1)N1CCC(N2CCCC2)CC1. RXN SMILES: [N:27]1([CH:32]2[CH2:33][CH2:34][NH:35][CH2:36][CH2:37]2)[CH2:28][CH2:29][CH2:30][CH2:31]1.[O:38]1[CH2:39][CH2:40][CH2:41][CH2:42]1.[c:1]1([O:2][C:8]([NH:9][c:10]2[n:11][cH:12][cH:13][c:14]([O:16][c:17]3[cH:18][cH:19][c:20]([N+:23](=[O:24])[O-:25])[cH:21][cH:22]3)[cH:15]2)=[O:26])[cH:3][cH:4][cH:5][cH:6][cH:7]1>>[C:8]([NH:9][c:10]1[n:11][cH:12][cH:13][c:14]([O:16][c:17]2[cH:18][cH:19][c:20]([N+:23](=[O:24])[O-:25])[cH:21][cH:22]2)[cH:15]1)(=[O:26])[N:35]1[CH2:34][CH2:33][CH:32]([N:27]2[CH2:28][CH2:29][CH2:30][CH2:31]2)[CH2:37][CH2:36]1.